From a dataset of the Open Reaction Database (ORD), a public repository of structured organic reaction records. describe an organic reaction: reactants, conditions, products, and yield Yields the product CS(=O)(=O)C1=CC=C(CC(C(=O)O)C(=O)O)C=C1 (2-(4-Methylsulfonylbenzyl)malonic acid). Reported procedure: A solution of 5-(4-methylsulfonylbenzyl)-2,2-dimethyl-1,3-dioxane-4,6-dione (1.50 g, 4.80 mmol, Intermediate 6: step a) and 3 M aqueous NaOH (16 mL) was heated in the microwave at 75 W for 20 minutes at 120° C. The aqueous mixture was extracted with EtOAc (1×). The aqueous layer was acidified to pH 1 with concentrated aqueous HCl and extracted with EtOAc (2 x). The combined EtOAc extracts was washed with H2O, brine, dried over Na2SO4, filtered and evaporated to dryness to afford the title compou... The reactants are CS(=O)(=O)C1=CC=C(CC2C(OC(OC2=O)(C)C)=O)C=C1 (5-(4-methylsulfonylbenzyl)-2,2-dimethyl-1,3-dioxane-4,6-dione), Intermediate 6, [OH-].[Na+] (NaOH). Reaction SMILES: [CH3:1][S:2]([C:5]1[CH:21]=[CH:20][C:8]([CH2:9][CH:10]2[C:15](=[O:16])[O:14]C(C)(C)[O:12][C:11]2=[O:19])=[CH:7][CH:6]=1)(=[O:4])=[O:3].[OH-].[Na+]>>[CH3:1][S:2]([C:5]1[CH:6]=[CH:7][C:8]([CH2:9][CH:10]([C:11]([OH:19])=[O:12])[C:15]([OH:16])=[O:14])=[CH:20][CH:21]=1)(=[O:3])=[O:4] |f:1.2|. Reactants: FC(C1=CC=C(OC2=CC=C(OC(C(=O)NC)C)C=C2)C=C1)(F)F (α-[4-(4-trifluoromethylphenoxy)-phenoxy]-N-methylpropionamide), S(=O)(=O)([O-])[O-].[Mg+2] (Magnesium sulfate), [H-].[Al+3].[Li+].[H-].[H-].[H-] (lithium aluminum hydride), [OH-].[Na+] (sodium hydroxide). The solvent is O (water), O (water). Conditions: temperature 0 celsius. Yields the product FC(C1=CC=C(OC2=CC=C(OC(CNC)C)C=C2)C=C1)(F)F (N-(2-[4-(4-trifluoromethylphenoxy)phenoxy]propyl)-methylamine). Reaction SMILES: [F:1][C:2]([F:24])([F:23])[C:3]1[CH:22]=[CH:21][C:6]([O:7][C:8]2[CH:20]=[CH:19][C:11]([O:12][CH:13]([CH3:18])[C:14]([NH:16][CH3:17])=O)=[CH:10][CH:9]=2)=[CH:5][CH:4]=1.[H-].[Al+3].[Li+].[H-].[H-].[H-].[OH-].[Na+].S([O-])([O-])(=O)=O.[Mg+2]>O>[F:1][C:2]([F:23])([F:24])[C:3]1[CH:22]=[CH:21][C:6]([O:7][C:8]2[CH:20]=[CH:19][C:11]([O:12][CH:13]([CH3:18])[CH2:14][NH:16][CH3:17])=[CH:10][CH:9]=2)=[CH:5][CH:4]=1 |f:1.2.3.4.5.6,7.8,9.10|. Reported procedure: In this example, 13.3 g (0.0392 mole) of α-[4-(4-trifluoromethylphenoxy)-phenoxy]-N-methylpropionamide was added portionwise to a stirred slurry containing 1.5 g (0.0392 mole) of lithium aluminum hydride. The resulting mixture was refluxed for 18 hours and then chilled to about 0° C. Then 1.6 ml of water, 1.6 ml of aqueous 15% by weight sodium hydroxide, and 4.8 ml of water were successively added to the chilled mixture and the resulting mixture was stirred until a white precipitate formed. Magn... Starting materials: C(C)C(CC)OC1=C(C(=NC(=C1)C)NC1=C(C=C(C=C1C)C)C)N (4-(1-ethyl-propoxy)-6-methyl-N2-(2,4,6-trimethyl-phenyl)-pyridine-2,3-diamine), BrC#N (BrCN). Run in C(C)#N (acetonitrile). Yields the product C(C)C(CC)OC1=C2C(=NC(=C1)C)N(C(=N2)N)C2=C(C=C(C=C2C)C)C (7-(1-Ethyl-propoxy)-5-methyl-3-(2,4,6-trimethyl-phenyl)-3H-imidazo[4,5-b]pyridin-2-ylamine). As a reaction SMILES: [CH2:1]([CH:3]([O:6][C:7]1[CH:12]=[C:11]([CH3:13])[N:10]=[C:9]([NH:14][C:15]2[C:20]([CH3:21])=[CH:19][C:18]([CH3:22])=[CH:17][C:16]=2[CH3:23])[C:8]=1[NH2:24])[CH2:4][CH3:5])[CH3:2].Br[C:26]#[N:27]>C(#N)C>[CH2:1]([CH:3]([O:6][C:7]1[CH:12]=[C:11]([CH3:13])[N:10]=[C:9]2[N:14]([C:15]3[C:20]([CH3:21])=[CH:19][C:18]([CH3:22])=[CH:17][C:16]=3[CH3:23])[C:26]([NH2:27])=[N:24][C:8]=12)[CH2:4][CH3:5])[CH3:2]. Procedure details: The title compound was prepared by reacting 4-(1-ethyl-propoxy)-6-methyl-N2-(2,4,6-trimethyl-phenyl)-pyridine-2,3-diamine with BrCN in acetonitrile at room temperature overnight. The mixture was quenched with water and adjusted to pH 8.0 with saturated sodium bicarbonate and extracted with ethyl acetate. The organic layer was separated, dried and concentrated to give crude material. The material was purified through silica gel column chromatography to give the title compound as a white solid, mp... The reactants are CC(CO[Si](C)(C)C(C)(C)C)OCC(Oc1ncnc2c1cnn2-c1ncccc1Cl)C(=O)Nc1ccc(Cl)cn1, C1CCOC1, Cl, O. The product is CC(CO)OCC(Oc1ncnc2c1cnn2-c1ncccc1Cl)C(=O)Nc1ccc(Cl)cn1. As a reaction SMILES: [C:2]([Si:3]([CH3:4])([CH3:5])[O:7][CH2:8][CH:9]([CH3:10])[O:11][CH2:12][CH:13]([C:14](=[O:15])[NH:16][c:17]1[n:18][cH:19][c:20]([Cl:23])[cH:21][cH:22]1)[O:24][c:25]1[c:26]2[c:27]([n:28][cH:29][n:30]1)[n:31](-[c:34]1[n:35][cH:36][cH:37][cH:38][c:39]1[Cl:40])[n:32][cH:33]2)([CH3:6])([CH3:41])[CH3:42].[CH2:43]1[O:44][CH2:45][CH2:46][CH2:47]1.[ClH:1].[OH2:48]>>[OH:7][CH2:8][CH:9]([CH3:10])[O:11][CH2:12][CH:13]([C:14](=[O:15])[NH:16][c:17]1[n:18][cH:19][c:20]([Cl:23])[cH:21][cH:22]1)[O:24][c:25]1[c:26]2[c:27]([n:28][cH:29][n:30]1)[n:31](-[c:34]1[n:35][cH:36][cH:37][cH:38][c:39]1[Cl:40])[n:32][cH:33]2. Starting materials: [N-]=[N+]=[N-] (azide), CC1=CC=C(C=C1)S(=O)(=O)OCC1OC2=C(C1)C=CC=C2C2=C(C=CC=C2C)C ((±)-[7-(2,6-dimethylphenyl)-2,3-dihydro-1-benzofuran-2-yl]methyl 4-methylbenzenesulfonate), N(=[N+]=[N-])CC1OC2=C(C1)C=CC=C2C2=C(C=CC=C2C)C ((±)-2-(azidomethyl)-7-(2,6-dimethylphenyl)-2,3-dihydro-1-benzofuran), [N-]=[N+]=[N-].[Na+] (sodium azide), Intermediate 98, hydrochloride salt. Reagents/catalysts: [Pd] (palladium on carbon). Product: CC1=C(C(=CC=C1)C)C1=CC=CC=2CC(OC21)CN ((±)-1-[7-(2,6-dimethylphenyl)-2,3-dihydro-1-benzofuran-2-yl]methanamine). The yield is 84.0%. Reaction SMILES: CC1C=CC(S(OCC2CC3C=CC=C(C4C(C)=CC=CC=4C)C=3O2)(=O)=O)=CC=1.[N-]=[N+]=[N-].[Na+].[N:34]([CH2:37][CH:38]1[CH2:42][C:41]2[CH:43]=[CH:44][CH:45]=[C:46]([C:47]3[C:52]([CH3:53])=[CH:51][CH:50]=[CH:49][C:48]=3[CH3:54])[C:40]=2[O:39]1)=[N+]=[N-].[N-]=[N+]=[N-]>[Pd]>[CH3:54][C:48]1[CH:49]=[CH:50][CH:51]=[C:52]([CH3:53])[C:47]=1[C:46]1[C:40]2[O:39][CH:38]([CH2:37][NH2:34])[CH2:42][C:41]=2[CH:43]=[CH:44][CH:45]=1 |f:1.2|. Procedure details: Treatment of (±)-[7-(2,6-dimethylphenyl)-2,3-dihydro-1-benzofuran-2-yl]methyl 4-methylbenzenesulfonate (0.646 g, 1.58 mmol) with sodium azide (0.411 g, 6.33 mmol) generally according to the procedure described for Intermediate 98 afforded (±)-2-(azidomethyl)-7-(2,6-dimethylphenyl)-2,3-dihydro-1-benzofuran. Treatment of the azide with palladium on carbon (0.057 g, 10 wt. %) generally according to the procedure described for Example 1 provided 0.383 g (84%) of (±)-1-[7-(2,6-dimethylphenyl)-2,3-dih...